From a dataset of the Open Reaction Database (ORD), a public repository of structured organic reaction records. describe an organic reaction: reactants, conditions, products, and yield Starting materials: FC=1C=C(C(=O)N(C)C=2C=NC=CC2C2=C(C=C(C=C2)F)OC)C=C(C1)C(F)(F)F (3-Fluoro-N-[4-(4-fluoro-2-methoxy-phenyl)-pyridin-3-yl]-N-methyl-5-trifluoromethyl-benzamide), ClC=1C=C(C(=O)O)C=C(N1)OC (2-chloro-6-methoxy-isonicotinic acid), solid. Product: ClC=1C=C(C(=O)N(C)C=2C=NC=CC2C2=C(C=C(C=C2)F)OC)C=C(N1)OC (2-Chloro-N-[4-(4-fluoro-2-methoxy-phenyl)-pyridin-3-yl]-6-methoxy-N-methyl-isonicotinamide). As a reaction SMILES: FC1C=C(C=C(C(F)(F)F)C=1)[C:5]([N:7]([C:9]1[CH:10]=[N:11][CH:12]=[CH:13][C:14]=1[C:15]1[CH:20]=[CH:19][C:18]([F:21])=[CH:17][C:16]=1[O:22][CH3:23])C)=O.[Cl:31][C:32]1[CH:33]=[C:34]([CH:38]=[C:39]([O:41][CH3:42])[N:40]=1)[C:35]([OH:37])=O>>[Cl:31][C:32]1[CH:33]=[C:34]([CH:38]=[C:39]([O:41][CH3:42])[N:40]=1)[C:35]([N:7]([C:9]1[CH:10]=[N:11][CH:12]=[CH:13][C:14]=1[C:15]1[CH:20]=[CH:19][C:18]([F:21])=[CH:17][C:16]=1[O:22][CH3:23])[CH3:5])=[O:37]. Reported procedure: The title compound was prepared in analogy to example 90, from [4-(4-fluoro-2-methoxy-phenyl)-pyridin-3-yl]-methyl-amine (example 129, intermediate) and 2-chloro-6-methoxy-isonicotinic acid (CAS RN 15855-06-8). Colorless solid (21%). MS (ESI): m/z=402.10 [M+H]+. Starting materials: bis(trimethylsilyl)lithium amide, O (Water), O1CC(CC1)C(=O)OC (methyl tetrahydrofuran-3-carboxylate), BrN1C(CCC1=O)=O (N-bromosuccinimide). The solvent is C1CCOC1 (THF), C1CCOC1 (THF). Conditions: temperature -78 celsius, time 30 minute. The product is BrC1(COCC1)C(=O)OC (Methyl 3-bromotetrahydrofuran-3-carboxylate). As a reaction SMILES: [O:1]1[CH2:5][CH2:4][CH:3]([C:6]([O:8][CH3:9])=[O:7])[CH2:2]1.[Br:10]N1C(=O)CCC1=O.O>C1COCC1>[Br:10][C:3]1([C:6]([O:8][CH3:9])=[O:7])[CH2:4][CH2:5][O:1][CH2:2]1. Procedure details: 5.0 g (38.419 mmol) of methyl tetrahydrofuran-3-carboxylate (Journal of Organic Chemistry; 1996; 2690) were dissolved in 200 ml of THF and cooled to −78° C., and 76.83 ml (76.83 mmol) of bis(trimethylsilyl)lithium amide (1 M in THF) were then added. After 30 min at −78° C., 10.26 g (57.63 mmol) of N-bromosuccinimide, suspended in 50 ml of THF, were added slowly. The mixture was then allowed to warm to RT overnight. Water was added, and the mixture was extracted with ethyl acetate. The phases wer... Starting materials: [N+](=[N-])=C (Diazomethane), ClC1=C(C(=O)C2C(CCCC2=O)=O)C=CC(=C1)Cl (2-(2,4-Dichlorobenzoyl)cyclohexane-1,3-dione), CC1=CC=C(C=C1)S(=O)(=O)N(C)N=O (Diazald). Solvent: CCOCC (ether). Product: COC1=C(C(CCC1)=O)C(C1=C(C=C(C=C1)Cl)Cl)=O (3-Methoxy-2-(2,4-dichlorobenzoyl)cyclohex-2-enone). Yield: 35.0%. As a reaction SMILES: [Cl:1][C:2]1[CH:17]=[C:16]([Cl:18])[CH:15]=[CH:14][C:3]=1[C:4]([CH:6]1[C:11](=[O:12])[CH2:10][CH2:9][CH2:8][C:7]1=[O:13])=[O:5].[N+](=[CH2:21])=[N-].CC1C=CC(S(N(N=O)C)(=O)=O)=CC=1>CCOCC>[CH3:21][O:12][C:11]1[CH2:10][CH2:9][CH2:8][C:7](=[O:13])[C:6]=1[C:4](=[O:5])[C:3]1[CH:14]=[CH:15][C:16]([Cl:18])=[CH:17][C:2]=1[Cl:1]. Reported procedure: 2-(2,4-Dichlorobenzoyl)cyclohexane-1,3-dione (2.85 g, 0.01 ml) was stirred as a suspension in 25 ml anhydrous ether. Diazomethane, generated from Diazald™ (50 ml, 0.02 mol) was added at 0° at a rate slow enough to control effervescence. The resulting solution was stirred for an hour and the solvent allowed to evaporated under a stream of nitrogen in a beaker. The resulting oil was dissolved in ether and washed twice with saturated aqueous K2CO3. Evaporation of the solvent under reduced pressure ... The reactants are CS(C)=O, CC(C)N=C=O, O=c1[nH]cc(F)c(=O)[nH]1, O. Yields the product CC(C)NC(=O)n1cc(F)c(=O)[nH]c1=O. As a reaction SMILES: [CH3:17][S:18](=[O:19])[CH3:20].[CH:10]([CH3:11])([CH3:12])[N:13]=[C:14]=[O:15].[F:1][c:2]1[c:3](=[O:9])[nH:4][c:5](=[O:8])[nH:6][cH:7]1.[OH2:16]>>[F:1][c:2]1[c:3](=[O:9])[nH:4][c:5](=[O:8])[n:6]([C:14]([NH:13][CH:10]([CH3:11])[CH3:12])=[O:15])[cH:7]1.